This data is from the Open Reaction Database (ORD), a public repository of structured organic reaction records. The task is: describe an organic reaction: reactants, conditions, products, and yield The reactants are ClC1=CC=C(C=C1)N1N=C(C(C1)C)NC=O (N-[1-(p-Chlorophenyl)-4-methyl-2-pyrazolin-3-yl]formamide), C(C)(=O)OC(C)=O (acetic anhydride). Reaction conditions: time 15 minute. The product is ClC1=CC=C(C=C1)N1N=C(C(C1)C)NC(C)=O (N-[1-(p-Chlorophenyl)-4-methyl-2-pyrazolin-3-yl]acetamide). As a reaction SMILES: [Cl:1][C:2]1[CH:7]=[CH:6][C:5]([N:8]2[CH2:12][CH:11]([CH3:13])[C:10]([NH:14][CH:15]=[O:16])=[N:9]2)=[CH:4][CH:3]=1.[C:17](OC(=O)C)(=O)C>>[Cl:1][C:2]1[CH:3]=[CH:4][C:5]([N:8]2[CH2:12][CH:11]([CH3:13])[C:10]([NH:14][C:15](=[O:16])[CH3:17])=[N:9]2)=[CH:6][CH:7]=1. Reported procedure: A 9.0 g. amount of 3-amino-1-(p-chlorophenyl)-4-methyl-2-pyrazoline (prepared as described in Example 23) is dissolved in 54.0 ml. of acetic anhydride. The warm solution is allowed to stand for 16 hours at room temperature with some solid separation. The solid is collected by filtration and is dissolved in methanol. Then 1 N potassium hydroxide in methanol is added to make basic. After 15 minutes at room temperature, the solvent is removed in vacuo and water is added to separate a solid. The sol... Reactants: C1(CCCCC1)C(O)C1CCCCC1 (Dicyclohexylmethanol), OC1=CC=C(C(=O)OCC)C=C1 (ethyl 4-hydroxybenzoate). The product is C1(CCCCC1)C(OC1=CC=C(C(=O)OCC)C=C1)C1CCCCC1 (ethyl 4-(dicyclohexylmethoxy)benzoate). Reaction SMILES: [CH:1]1([CH:7]([CH:9]2[CH2:14][CH2:13][CH2:12][CH2:11][CH2:10]2)[OH:8])[CH2:6][CH2:5][CH2:4][CH2:3][CH2:2]1.O[C:16]1[CH:26]=[CH:25][C:19]([C:20]([O:22][CH2:23][CH3:24])=[O:21])=[CH:18][CH:17]=1>>[CH:9]1([CH:7]([CH:1]2[CH2:2][CH2:3][CH2:4][CH2:5][CH2:6]2)[O:8][C:16]2[CH:26]=[CH:25][C:19]([C:20]([O:22][CH2:23][CH3:24])=[O:21])=[CH:18][CH:17]=2)[CH2:10][CH2:11][CH2:12][CH2:13][CH2:14]1. Reported procedure: Dicyclohexylmethanol (8-1) (4.91 g, 25 mmol) and ethyl 4-hydroxybenzoate (8-2) (4.15 g, 25 mmol) were reacted, as in Example 6, Step B, to obtain a colorless oil 8-3 after chromatography. 1H NMR (CDCl3): δ 0.98-1.3 (11H, m), 1.36 (3H, t), 1.58-1.86 (11H, m), 4.02 (1H, t), 4.33 (2H, q), 6.92 (2H, d), 7.94 (2H, d).